Dataset: the Open Reaction Database (ORD), a public repository of structured organic reaction records. Task: describe an organic reaction: reactants, conditions, products, and yield The reactants are C(C1=CC=CC=C1)N (Benzylamine), OC1=CC=C(C(=O)O)C=C1 (4-hydroxybenzoic acid). Solvent: CO (methanol). Product: OC1=CC=C(C(=O)[O-])C=C1.C(C1=CC=CC=C1)[NH3+] (benzylammonium 4-hydroxybenzoate). As a reaction SMILES: [CH2:1]([NH2:8])[C:2]1[CH:7]=[CH:6][CH:5]=[CH:4][CH:3]=1.[OH:9][C:10]1[CH:18]=[CH:17][C:13]([C:14]([OH:16])=[O:15])=[CH:12][CH:11]=1>CO>[OH:9][C:10]1[CH:18]=[CH:17][C:13]([C:14]([O-:16])=[O:15])=[CH:12][CH:11]=1.[CH2:1]([NH3+:8])[C:2]1[CH:7]=[CH:6][CH:5]=[CH:4][CH:3]=1 |f:3.4|. Reported procedure: Benzylamine (1.07 g; 10 mmol) was added dropwise to a solution of 4-hydroxybenzoic acid (1.38 g; 10 mmol) in methanol (10 cm3). A white solid formed immediately. The product was collected by filtration and recrystallized from water to produce white needle-like crystals. Found: C, 68.6%; H, 6.2%; N, 5.6%. Calculated for C14H15NO3 : C, 68.57%; H, 6.12%; N, 5.71%. M.pt. 229°-230° C.